This data is from the Open Reaction Database (ORD), a public repository of structured organic reaction records. The task is: describe an organic reaction: reactants, conditions, products, and yield Procedure details: 4-(2,3-Epoxypropoxy)-phenylacetone is reacted with 2-methylphenyl-piperazine analogously to Example 2(a). 1-[4-(propan-2-on-yl)-phenoxy]-3-[4-(2-methylphenyl)-piperazin-1-yl]-propan-2-ol is obtained. Product: C(C(C)=O)C1=CC=C(OCC(CN2CCN(CC2)C2=C(C=CC=C2)C)O)C=C1 (1-[4-(propan-2-on-yl)-phenoxy]-3-[4-(2-methylphenyl)-piperazin-1-yl]-propan-2-ol). Starting materials: O1C(COC2=CC=C(C=C2)CC(C)=O)C1 (4-(2,3-Epoxypropoxy)-phenylacetone), CC1=C(C=CC=C1)N1CCNCC1 (2-methylphenyl-piperazine). RXN SMILES: [O:1]1[CH2:15][CH:2]1[CH2:3][O:4][C:5]1[CH:10]=[CH:9][C:8]([CH2:11][C:12](=[O:14])[CH3:13])=[CH:7][CH:6]=1.[CH3:16][C:17]1[CH:22]=[CH:21][CH:20]=[CH:19][C:18]=1[N:23]1[CH2:28][CH2:27][NH:26][CH2:25][CH2:24]1>>[CH2:11]([C:8]1[CH:9]=[CH:10][C:5]([O:4][CH2:3][CH:2]([OH:1])[CH2:15][N:26]2[CH2:27][CH2:28][N:23]([C:18]3[CH:19]=[CH:20][CH:21]=[CH:22][C:17]=3[CH3:16])[CH2:24][CH2:25]2)=[CH:6][CH:7]=1)[C:12](=[O:14])[CH3:13]. Reactants: [C-]#N.[K+] (potassium cyanide), ClC=1C(=NN(C1OC(F)F)C)C1=CC(=C(C=C1)F)[N+](=O)[O-] (4-chloro-3-(4-fluoro-3-nitrophenyl)-5-difluoromethoxy-1-methyl-1H-pyrazole), ice water. The solvent is CS(=O)C (dimethyl sulfoxide). Reaction conditions: temperature 50 celsius, time 3 day. Yields the product ClC=1C(=NN(C1OC(F)F)C)C1=CC(=C(C=C1)C#N)[N+](=O)[O-] (4-Chloro-3-(4-cyano-3-nitrophenyl)-5-difluoromethoxy-1-methyl-1H-pyrazole). As a reaction SMILES: [C-:1]#[N:2].[K+].[Cl:4][C:5]1[C:6]([C:15]2[CH:20]=[CH:19][C:18](F)=[C:17]([N+:22]([O-:24])=[O:23])[CH:16]=2)=[N:7][N:8]([CH3:14])[C:9]=1[O:10][CH:11]([F:13])[F:12]>CS(C)=O>[Cl:4][C:5]1[C:6]([C:15]2[CH:20]=[CH:19][C:18]([C:1]#[N:2])=[C:17]([N+:22]([O-:24])=[O:23])[CH:16]=2)=[N:7][N:8]([CH3:14])[C:9]=1[O:10][CH:11]([F:13])[F:12] |f:0.1|. Procedure details: 1.1 g (17 mmol) of potassium cyanide were added to a solution of 5.0 g (15.6 mmol) of 4-chloro-3-(4-fluoro-3-nitrophenyl)-5-difluoromethoxy-1-methyl-1H-pyrazole in 70 ml of dimethyl sulfoxide. The mixture was then stirred at 50° C. for 5 hours and at room temperature for 3 days. The reaction mixture was poured into ice-water and then the product was extracted with methyl tert-butyl ether. The ether phase was dried over magnesium sulfate and concentrated. The crude product was purified by column ...